From a dataset of the Open Reaction Database (ORD), a public repository of structured organic reaction records. describe an organic reaction: reactants, conditions, products, and yield Procedure details: A mixture of 2-amino-4,5-dichlorobenzenesulfonamide (10 g) and thiocarbonyldiimidazole (22 g) in dioxane (160 mL) was refluxed for 2-3 h. The solvent was removed by distillation under reduced pressure and the residue was dispersed in water (100 mL). The addition of an aqueous solution of NaOH (16 g/160 mL) gave a solution which, after cooling, abundantly precipitated the crystalline sodium salt of the title compound. The salt was collected by filtration and dissolved in a 1:2 mixture of methanol... The solvent is O1CCOCC1 (dioxane). The product is O.ClC=1C(=CC2=C(NC(=NS2(=O)=O)N2C=NC=C2)C1)Cl (6,7-Dichloro-3-(imidazol-1-yl)-4H-1,2,4-benzothiadiazine 1,1-dioxide monohydrate). RXN SMILES: [NH2:1][C:2]1[CH:7]=[C:6]([Cl:8])[C:5]([Cl:9])=[CH:4][C:3]=1[S:10]([NH2:13])(=[O:12])=[O:11].[C:14](N1C=CN=C1)([N:16]1[CH:20]=[CH:19][N:18]=[CH:17]1)=S>O1CCOCC1>[OH2:11].[Cl:8][C:6]1[C:5]([Cl:9])=[CH:4][C:3]2[S:10](=[O:12])(=[O:11])[N:13]=[C:14]([N:16]3[CH:20]=[CH:19][N:18]=[CH:17]3)[NH:1][C:2]=2[CH:7]=1 |f:3.4|. The reactants are NC1=C(C=C(C(=C1)Cl)Cl)S(=O)(=O)N (2-amino-4,5-dichlorobenzenesulfonamide), C(=S)(N1C=NC=C1)N1C=NC=C1 (thiocarbonyldiimidazole). Starting materials: C(C)(C)(C)C1=CC(=C(C=N1)C=1N([C@]([C@](N1)(C)C1=CC=C(C=C1)Cl)(C)C1=CC=C(C=C1)Cl)C(=O)N1CCC(CC1)C(=O)O)OCC (1-[(4S,5R)-2-(6-tert-Butyl-4-ethoxy-pyridin-3-yl)-4,5-bis-(4-chloro-phenyl)-4,5-dimethyl-4,5-dihydro-imidazole-1-carbonyl]-piperidine-4-carboxylic acid), N1CCS(CC1)(=O)=O (thiomorpholine 1,1-dioxide). RXN SMILES: [C:1]([C:5]1[N:10]=[CH:9][C:8]([C:11]2[N:12]([C:32]([N:34]3[CH2:39][CH2:38][CH:37]([C:40]([OH:42])=O)[CH2:36][CH2:35]3)=[O:33])[C@@:13]([C:25]3[CH:30]=[CH:29][C:28]([Cl:31])=[CH:27][CH:26]=3)([CH3:24])[C@@:14]([C:17]3[CH:22]=[CH:21][C:20]([Cl:23])=[CH:19][CH:18]=3)([CH3:16])[N:15]=2)=[C:7]([O:43][CH2:44][CH3:45])[CH:6]=1)([CH3:4])([CH3:3])[CH3:2].[NH:46]1[CH2:51][CH2:50][S:49](=[O:53])(=[O:52])[CH2:48][CH2:47]1>>[C:1]([C:5]1[N:10]=[CH:9][C:8]([C:11]2[N:12]([C:32]([N:34]3[CH2:35][CH2:36][CH:37]([C:40]([N:46]4[CH2:51][CH2:50][S:49](=[O:53])(=[O:52])[CH2:48][CH2:47]4)=[O:42])[CH2:38][CH2:39]3)=[O:33])[C@@:13]([C:25]3[CH:30]=[CH:29][C:28]([Cl:31])=[CH:27][CH:26]=3)([CH3:24])[C@@:14]([C:17]3[CH:22]=[CH:21][C:20]([Cl:23])=[CH:19][CH:18]=3)([CH3:16])[N:15]=2)=[C:7]([O:43][CH2:44][CH3:45])[CH:6]=1)([CH3:4])([CH3:2])[CH3:3]. Procedure: In a manner analogous to the method described in example 163, 1-[(4S,5R)-2-(6-tert-Butyl-4-ethoxy-pyridin-3-yl)-4,5-bis-(4-chloro-phenyl)-4,5-dimethyl-4,5-dihydro-imidazole-1-carbonyl]-piperidine-4-carboxylic acid was coupled with thiomorpholine 1,1-dioxide (Aldrich) to give the title compound. HR-MS (ES, m/z) calculated for C39H48Cl2N5O5S [(M+H)+] 768.2748, observed 768.2748. Yields the product C(C)(C)(C)C1=CC(=C(C=N1)C=1N([C@]([C@](N1)(C)C1=CC=C(C=C1)Cl)(C)C1=CC=C(C=C1)Cl)C(=O)N1CCC(CC1)C(=O)N1CCS(CC1)(=O)=O)OCC ([(4S,5R)-2-(6-tert-Butyl-4-ethoxy-pyridin-3-yl)-4,5-bis-(4-chloro-phenyl)-4,5-dimethyl-4,5-dihydro-imidazol-1-yl]-[4-(1,1-dioxo-1λ6-thiomorpholine-4-carbonyl)-piperidin-1-yl]-methanone). Starting materials: [Si](C)(C)(C(C)(C)C)O[C@@H](CN(C(OC(C)(C)C)=O)CCCCC1(SCCS1)C1=CC=C(C=C1)NC(C1=CC(=CC=C1)S(=O)(=O)C=1C=C2C(=C(C=NC2=C(C1)C)C(N)=O)NC1=CC(=CC=C1)OC)=O)C1=C2C=CC(NC2=C(C=C1)O)=O ((R)-tert-butyl (2-((tert-butyldimethylsilyl)oxy)-2-(8-hydroxy-2-oxo-1,2-dihydroquinolin-5-yl)ethyl)(4-(2-(4-(3-((3-carbamoyl-4-((3-methoxyphenyl)amino)-8-methylquinolin-6-yl)sulfonyl)benzamido)phenyl)-1,3-dithiolan-2-yl)butyl)carbamate), FC(C(=O)O)(F)F (trifluoroacetic acid). Run in ClCCl (dichloromethane). Run at time 30 minute. Product: O[C@@H](CNCCCCC1(SCCS1)C1=CC=C(C=C1)NC(=O)C=1C=C(C=CC1)S(=O)(=O)C=1C=C2C(=C(C=NC2=C(C1)C)C(=O)N)NC1=CC(=CC=C1)OC)C1=C2C=CC(NC2=C(C=C1)O)=O ((R)-6-((3-((4-(2-(4-((2-hydroxy-2-(8-hydroxy-2-oxo-1,2-dihydroquinolin-5-yl)ethyl)amino)butyl)-1,3-dithiolan-2-yl)phenyl)carbamoyl)phenyl)sulfonyl)-4-((3-methoxyphenyl)amino)-8-methylquinoline-3-carboxamide). Reaction SMILES: [Si]([O:8][C@H:9]([C:69]1[CH:78]=[CH:77][C:76]([OH:79])=[C:75]2[C:70]=1[CH:71]=[CH:72][C:73](=[O:80])[NH:74]2)[CH2:10][N:11]([CH2:19][CH2:20][CH2:21][CH2:22][C:23]1([C:28]2[CH:33]=[CH:32][C:31]([NH:34][C:35](=[O:68])[C:36]3[CH:41]=[CH:40][CH:39]=[C:38]([S:42]([C:45]4[CH:46]=[C:47]5[C:52](=[C:53]([CH3:55])[CH:54]=4)[N:51]=[CH:50][C:49]([C:56](=[O:58])[NH2:57])=[C:48]5[NH:59][C:60]4[CH:65]=[CH:64][CH:63]=[C:62]([O:66][CH3:67])[CH:61]=4)(=[O:44])=[O:43])[CH:37]=3)=[CH:30][CH:29]=2)[S:27][CH2:26][CH2:25][S:24]1)C(=O)OC(C)(C)C)(C(C)(C)C)(C)C.FC(F)(F)C(O)=O>ClCCl>[OH:8][C@H:9]([C:69]1[CH:78]=[CH:77][C:76]([OH:79])=[C:75]2[C:70]=1[CH:71]=[CH:72][C:73](=[O:80])[NH:74]2)[CH2:10][NH:11][CH2:19][CH2:20][CH2:21][CH2:22][C:23]1([C:28]2[CH:29]=[CH:30][C:31]([NH:34][C:35]([C:36]3[CH:37]=[C:38]([S:42]([C:45]4[CH:46]=[C:47]5[C:52](=[C:53]([CH3:55])[CH:54]=4)[N:51]=[CH:50][C:49]([C:56]([NH2:57])=[O:58])=[C:48]5[NH:59][C:60]4[CH:65]=[CH:64][CH:63]=[C:62]([O:66][CH3:67])[CH:61]=4)(=[O:44])=[O:43])[CH:39]=[CH:40][CH:41]=3)=[O:68])=[CH:32][CH:33]=2)[S:24][CH2:25][CH2:26][S:27]1. Procedure: Intermediate 158 (90 mg, 0.08 mmol) was taken up in dichloromethane and treated with trifluoroacetic acid (0.50 mL). After 30 minutes of stirring, the mixture was concentrated to a residue under reduced pressure, taken up in tetrahydrofuran (1 mL) and treated successively with TBAF solution (1.0 M in THF, 1 mL) and glacial acetic acid (0.50 mL). The mixture was left overnight at room temperature and then concentrated under reduced pressure. The residue was purified by reverse-phase high performa... As a reaction SMILES: [N-]1C=CN=C1.[CH:6]1([N:9]2[C:18]3[C:13](=[CH:14][C:15]([F:33])=[C:16]([N:20]4[CH2:24][CH2:23][CH:22]([NH:25]C(OC(C)(C)C)=O)[CH2:21]4)[C:17]=3[Cl:19])[C:12](=[O:34])[C:11]([C:35]([OH:37])=O)=[CH:10]2)[CH2:8][CH2:7]1.[C:38](#[N:42])[CH2:39][C:40]#[N:41]>>[ClH:19].[CH:6]1([N:9]2[C:18]3[C:13](=[CH:14][C:15]([F:33])=[C:16]([N:20]4[CH2:24][CH2:23][CH:22]([NH2:25])[CH2:21]4)[C:17]=3[Cl:19])[C:12](=[O:34])[C:11]([C:35](=[O:37])[CH:39]([C:38]#[N:42])[C:40]#[N:41])=[CH:10]2)[CH2:7][CH2:8]1 |f:0.1,3.4|. Reported procedure: 5.2 g of 1-cyclopropyl-6-fluoro-8-chloro-7-(3-t-butoxycarbonylaminopyrrolidin-1-yl)-1,4-dihydro-4-oxoquinoline-3-carboxylic acid imidazolide and 3.30 g of malononitrile as starting materials were subjected to the same process as described in Example 39 to obtain 2.56 g of the object compound Product: Cl.C1(CC1)N1C=C(C(C2=CC(=C(C(=C12)Cl)N1CC(CC1)N)F)=O)C(C(C#N)C#N)=O (1-cyclopropyl-6-fluoro-8-chloro-7-(3-aminopyrrolidin-1-yl)-3-(2,2-dicyanoacetyl)-1,4-dihydro-4-oxoquinoline hydrochloride). Yield: 116.5%. Starting materials: [N-]1C=NC=C1.C1(CC1)N1C=C(C(C2=CC(=C(C(=C12)Cl)N1CC(CC1)NC(=O)OC(C)(C)C)F)=O)C(=O)O (1-cyclopropyl-6-fluoro-8-chloro-7-(3-t-butoxycarbonylaminopyrrolidin-1-yl)-1,4-dihydro-4-oxoquinoline-3-carboxylic acid imidazolide), C(CC#N)#N (malononitrile).